From a dataset of the Open Reaction Database (ORD), a public repository of structured organic reaction records. describe an organic reaction: reactants, conditions, products, and yield The reactants are CC1=C(C(=O)Cl)C=CC=C1 (2-methylbenzoyl chloride), C(CCC)N(CCCC)CCCC (tri-n-butylamine), C(C)(=O)NCC(=O)OCC (ethyl N-acetylglycinate), CN1C=NC=C1 (1-methyl-1H-imidazole). The reagents and catalysts are [Ti](Cl)(Cl)(Cl)Cl (Titanium(IV) chloride). Solvent: ClCCl (dichloromethane). Reaction conditions: temperature -45 celsius, time 10 minute. Product: C(C)(=O)N[C@@H](C(C1=C(C=CC=C1)C)=O)C(=O)OCC (ethyl N-acetyl-2-methyl-β-oxophenylalaninate). As a reaction SMILES: [C:1]([NH:4][CH2:5][C:6]([O:8][CH2:9][CH3:10])=[O:7])(=[O:3])[CH3:2].CN1C=CN=C1.[CH3:17][C:18]1[CH:26]=[CH:25][CH:24]=[CH:23][C:19]=1[C:20](Cl)=[O:21].C(N(CCCC)CCCC)CCC>ClCCl.[Ti](Cl)(Cl)(Cl)Cl>[C:1]([NH:4][C@H:5]([C:6]([O:8][CH2:9][CH3:10])=[O:7])[C:20](=[O:21])[C:19]1[CH:23]=[CH:24][CH:25]=[CH:26][C:18]=1[CH3:17])(=[O:3])[CH3:2]. Procedure details: A solution of ethyl N-acetylglycinate (98%, 7.41 g, 50.0 mmol) and 1-methyl-1H-imidazole (99%, 4.81 mL, 60.0 mmol) in dichloromethane (100 mL) was cooled to −45° C. and treated with 2-methylbenzoyl chloride (99%, 6.59 mL, 50.0 mmol). The reaction was stirred at −45° C. for 10 minutes. Titanium(IV) chloride (19.2 mL, 175 mmol) was added, followed by tri-n-butylamine (98%, 48.6 mL, 200 mmol), and stirring was continued at the same temperature for 30 minutes. The reaction was quenched with water an... The reactants are BrCC(=O)Br (bromoacetyl bromide), C(CCCCCCC\C=C/CCCCCCCC)O (oleyl alcohol), C(C)(C)N(CC)C(C)C (diisopropylethylamine). Solvent: O1CCCC1 (tetrahydrofuran), O1CCCC1 (tetrahydrofuran). Run at temperature 0 celsius, time 2 hour. Yields the product BrCC(=O)OCCCCCCCC\C=C/CCCCCCCC (oleyl 2-bromoacetate). Isolated yield 89.2%. Reaction SMILES: [Br:1][CH2:2][C:3](Br)=[O:4].[CH2:6]([OH:24])[CH2:7][CH2:8][CH2:9][CH2:10][CH2:11][CH2:12][CH2:13]/[CH:14]=[CH:15]\[CH2:16][CH2:17][CH2:18][CH2:19][CH2:20][CH2:21][CH2:22][CH3:23].C(N(C(C)C)CC)(C)C>O1CCCC1>[Br:1][CH2:2][C:3]([O:24][CH2:6][CH2:7][CH2:8][CH2:9][CH2:10][CH2:11][CH2:12][CH2:13]/[CH:14]=[CH:15]\[CH2:16][CH2:17][CH2:18][CH2:19][CH2:20][CH2:21][CH2:22][CH3:23])=[O:4]. Procedure details: A solution of bromoacetyl bromide (0.49 ml; 5.65 mmol) in tetrahydrofuran (12 ml) is added, at 0° C., to a mixture of oleyl alcohol (1.00 ml; 3.77 mmol) and diisopropylethylamine (0.88 g; 5.65 mmol) in tetrahydrofuran (38 ml). The mixture is stirred for 2 h at 0° C. and then for 1 h at room temperature; it is then washed with 1N hydrochloric acid solution (20 ml) which is extracted with ether (50 ml). The combined organic phases are washed with saturated sodium carbonate solution (20 ml), dried ... Reactants: Cc1ccccc1, O=C(N1CCc2ccc(Cl)c(OS(=O)(=O)C(F)(F)F)c2CC1)C(F)(F)F, NCc1ccc(OCC(F)(F)F)cn1. Product: O=C(N1CCc2ccc(Cl)c(NCc3ccc(OCC(F)(F)F)cn3)c2CC1)C(F)(F)F. As a reaction SMILES: [CH3:41][c:42]1[cH:43][cH:44][cH:45][cH:46][cH:47]1.[Cl:1][c:2]1[c:3]([O:19][S:20]([C:21]([F:22])([F:23])[F:24])(=[O:25])=[O:26])[c:4]2[c:5]([cH:17][cH:18]1)[CH2:6][CH2:7][N:8]([C:11]([C:12]([F:13])([F:14])[F:15])=[O:16])[CH2:9][CH2:10]2.[NH2:27][CH2:28][c:29]1[n:30][cH:31][c:32]([O:35][CH2:36][C:37]([F:38])([F:39])[F:40])[cH:33][cH:34]1>>[Cl:1][c:2]1[c:3]([NH:27][CH2:28][c:29]2[n:30][cH:31][c:32]([O:35][CH2:36][C:37]([F:38])([F:39])[F:40])[cH:33][cH:34]2)[c:4]2[c:5]([cH:17][cH:18]1)[CH2:6][CH2:7][N:8]([C:11]([C:12]([F:13])([F:14])[F:15])=[O:16])[CH2:9][CH2:10]2. Starting materials: O=C([O-])[O-], CCNCCCSc1nnnn1C, CC(C)=O, O=C(O)C1CCCCC1, [Cl-], [K+], [K+], O. Yields the product CCN(CCCSc1nnnn1C)C(=O)C1CCCCC1. RXN SMILES: [C:14](=[O:15])([O-:16])[O-:17].[CH3:1][n:2]1[n:3][n:4][n:5][c:6]1[S:7][CH2:8][CH2:9][CH2:10][NH:11][CH2:12][CH3:13].[CH3:30][C:31](=[O:32])[CH3:33].[CH:21]1([C:27](=[O:28])[OH:29])[CH2:22][CH2:23][CH2:24][CH2:25][CH2:26]1.[Cl-:20].[K+:18].[K+:19].[OH2:34]>>[CH3:1][n:2]1[n:3][n:4][n:5][c:6]1[S:7][CH2:8][CH2:9][CH2:10][N:11]([CH2:12][CH3:13])[C:27]([CH:21]1[CH2:22][CH2:23][CH2:24][CH2:25][CH2:26]1)=[O:29].